This data is from the Open Reaction Database (ORD), a public repository of structured organic reaction records. The task is: describe an organic reaction: reactants, conditions, products, and yield The reactants are OC1=CC=C(C=O)C=C1 (4-hydroxybenzaldehyde), ClC(C(=O)OCC)C (ethyl α-chloropropionate), C([O-])([O-])=O.[Na+].[Na+] (sodium carbonate). The reagents and catalysts are [I-].[K+] (potassium iodide). The solvent is CN(C=O)C (dimethyl formamide). Reaction conditions: temperature 100 celsius, time 5 hour. Yields the product C(=O)C1=CC=C(OC(C(=O)OCC)C)C=C1 (ethyl 2-(4-formylphenoxy)propionate). Yield: 92.8%. As a reaction SMILES: [OH:1][C:2]1[CH:9]=[CH:8][C:5]([CH:6]=[O:7])=[CH:4][CH:3]=1.Cl[CH:11]([CH3:17])[C:12]([O:14][CH2:15][CH3:16])=[O:13].C(=O)([O-])[O-].[Na+].[Na+]>[I-].[K+].CN(C)C=O>[CH:6]([C:5]1[CH:8]=[CH:9][C:2]([O:1][CH:11]([CH3:17])[C:12]([O:14][CH2:15][CH3:16])=[O:13])=[CH:3][CH:4]=1)=[O:7] |f:2.3.4,5.6|. Procedure: 6.1 g of 4-hydroxybenzaldehyde, 7 g of ethyl α-chloropropionate, 4 g of sodium carbonate, 0.2 g of potassium iodide and 20 g of dimethyl formamide, were mixed, and the mixture was stirred at 100° C. for 5 hours and then cooled to room temperature. The inorganic salts were filtered off, and the residue was washed with dimethylformamide. The solution from the washing was combined with the filtrate, followed by concentration and distillation under reduced pressure, whereby 10.3 g of ethyl 2-(4-form... Reactants: CCCOC(=O)c1cc(C(C)=O)ccc1O, CN(C)c1ccncc1, COc1cc2nccc(Cl)c2cc1OC, Clc1ccccc1Cl. The product is CCCOC(=O)c1cc(C(C)=O)ccc1Oc1ccnc2cc(OC)c(OC)cc12. Reaction SMILES: [C:1]([CH3:2])(=[O:3])[c:4]1[cH:5][cH:6][c:7]([OH:16])[c:8]([C:9](=[O:10])[O:11][CH2:12][CH2:13][CH3:14])[cH:15]1.[CH3:32][N:33]([CH3:34])[c:35]1[cH:36][cH:37][n:38][cH:39][cH:40]1.[Cl:17][c:18]1[cH:19][cH:20][n:21][c:22]2[cH:23][c:24]([O:30][CH3:31])[c:25]([O:28][CH3:29])[cH:26][c:27]12.[Cl:41][c:42]1[cH:43][cH:44][cH:45][cH:46][c:47]1[Cl:48]>>[C:1]([CH3:2])(=[O:3])[c:4]1[cH:5][cH:6][c:7]([O:16][c:18]2[cH:19][cH:20][n:21][c:22]3[cH:23][c:24]([O:30][CH3:31])[c:25]([O:28][CH3:29])[cH:26][c:27]23)[c:8]([C:9](=[O:10])[O:11][CH2:12][CH2:13][CH3:14])[cH:15]1. The reactants are CCOC(=C1C(=O)Nc2ccc([N+](=O)[O-])cc21)c1ccccc1, COCCNCc1ccc(N)cc1, CN(C)C=O. Product: COCCNCc1ccc(NC(=C2C(=O)Nc3ccc([N+](=O)[O-])cc32)c2ccccc2)cc1. RXN SMILES: [CH2:1]([O:2][C:4]([c:5]1[cH:6][cH:7][cH:8][cH:9][cH:10]1)=[C:11]1[C:12](=[O:23])[NH:13][c:14]2[cH:15][cH:16][c:17]([N+:20](=[O:21])[O-:22])[cH:18][c:19]21)[CH3:3].[CH3:24][O:25][CH2:26][CH2:27][NH:28][CH2:29][c:30]1[cH:31][cH:32][c:33]([NH2:34])[cH:35][cH:36]1.[O:37]=[CH:38][N:39]([CH3:40])[CH3:41]>>[C:4]([c:5]1[cH:6][cH:7][cH:8][cH:9][cH:10]1)(=[C:11]1[C:12](=[O:23])[NH:13][c:14]2[cH:15][cH:16][c:17]([N+:20](=[O:21])[O-:22])[cH:18][c:19]21)[NH:34][c:33]1[cH:32][cH:31][c:30]([CH2:29][NH:28][CH2:27][CH2:26][O:25][CH3:24])[cH:36][cH:35]1. Reactants: CC(=O)O, CCOC(=O)c1cn2c(cc(OC)c3ccccc32)n1, [K+], [OH-]. Yields the product COc1cc2nc(C(=O)O)cn2c2ccccc12. Reaction SMILES: [CH3:23][C:24](=[O:25])[OH:26].[CH3:3][O:4][c:5]1[cH:6][c:7]2[n:8]([c:9]3[cH:10][cH:11][cH:12][cH:13][c:14]13)[cH:15][c:16]([C:18](=[O:19])[O:20][CH2:21][CH3:22])[n:17]2.[K+:2].[OH-:1]>>[CH3:3][O:4][c:5]1[cH:6][c:7]2[n:8]([c:9]3[cH:10][cH:11][cH:12][cH:13][c:14]13)[cH:15][c:16]([C:18](=[O:19])[OH:20])[n:17]2.